describe an organic reaction: reactants, conditions, products, and yield From a dataset of the Open Reaction Database (ORD), a public repository of structured organic reaction records. Reactants: CCCCCCCNC, O=C(Nc1ccc(F)cc1[N+](=O)[O-])Oc1ccccc1, Cc1ccccc1C. Product: CCCCCCCN(C)C(=O)Nc1ccc(F)cc1[N+](=O)[O-]. As a reaction SMILES: [CH3:21][NH:22][CH2:23][CH2:24][CH2:25][CH2:26][CH2:27][CH2:28][CH3:29].[F:1][c:2]1[cH:3][c:4]([N+:18](=[O:19])[O-:20])[c:5]([NH:8][C:9]([O:10][c:11]2[cH:12][cH:13][cH:14][cH:15][cH:16]2)=[O:17])[cH:6][cH:7]1.[c:30]1([CH3:31])[c:32]([CH3:33])[cH:34][cH:35][cH:36][cH:37]1>>[F:1][c:2]1[cH:3][c:4]([N+:18](=[O:19])[O-:20])[c:5]([NH:8][C:9](=[O:17])[N:22]([CH3:21])[CH2:23][CH2:24][CH2:25][CH2:26][CH2:27][CH2:28][CH3:29])[cH:6][cH:7]1.